Dataset: the Open Reaction Database (ORD), a public repository of structured organic reaction records. Task: describe an organic reaction: reactants, conditions, products, and yield Starting materials: [BH4-].[Na+] (sodium borohydride), COC1(C[C@@]2(CC[C@H]3[C@@H]4CCC([C@@]4(C)C[C@@H](C3=C2CC1)C1=CC=C(C=C1)C1OCC(CO1)(C)C)=O)O)OC (3,3-dimethoxy-11β-[4-(5,5-dimethyl-1,3-dioxan-2-yl)phenyl]-5α-hydroxy-estr-9-en-17-one), O (water). The solvent is CO.C1CCOC1 (methanol THF). Conditions: time 45 minute. The product is O[C@@H]1[C@]2(C)[C@@H](CC1)[C@@H]1CCC3=CC(CCC3=C1[C@H](C2)C2=CC=C(C=O)C=C2)=O (4-(17β-hydroxy-3-oxoestra-4,9-dien-11β-yl)benzaldehyde). Isolated yield 73.0%. As a reaction SMILES: C[O:2][C:3]1(OC)[CH2:20][CH2:19][C:18]2[C@@:5](O)([CH2:6][CH2:7][C@@H:8]3[C:17]=2[C@@H:16]([C:21]2[CH:26]=[CH:25][C:24]([CH:27]4OCC(C)(C)C[O:28]4)=[CH:23][CH:22]=2)[CH2:15][C@@:13]2([CH3:14])[C@H:9]3[CH2:10][CH2:11][C:12]2=[O:35])[CH2:4]1.[BH4-].[Na+].O>CO.C1COCC1>[OH:35][C@H:12]1[CH2:11][CH2:10][C@H:9]2[C@H:8]3[C:17]([C@@H:16]([C:21]4[CH:22]=[CH:23][C:24]([CH:27]=[O:28])=[CH:25][CH:26]=4)[CH2:15][C@:13]12[CH3:14])=[C:18]1[C:5](=[CH:4][C:3](=[O:2])[CH2:20][CH2:19]1)[CH2:6][CH2:7]3 |f:1.2,4.5|. Reported procedure: 2.1 g of 3,3-dimethoxy-11β-[4-(5,5-dimethyl-1,3-dioxan-2-yl)phenyl]-5α-hydroxy-estr-9-en-17-one is dissolved in 25 ml of methanol/THF (1:1, V/V) and reduced at 23° C. with 303 mg of sodium borohydride. After 45 minutes, it is stirred into water, and the aqueous phase is extracted several times with methylene chloride. The organic phase is dried and evaporated under reduced pressure. The crude product [4-(3,3-dimethoxy-5α,17β-dihydroxy-estr-9-en-11β-yl)benzaldehyde-neopentylketal] is dissolved in... Starting materials: N([C@@H](CC1=CC=C(C=C1)O)C(=O)N[C@H](C)C(=O)N[C@@H](CC1=CC=CC=C1)C(=O)N[C@@H](CCSC)C(=O)O)C(=O)OC(C)(C)C (Boc-Tyr-DAla-Phe-Met-OH), C1(=CC=CC=C1)OC (anisole). Run in C(=O)(C(F)(F)F)O (TFA). Yields the product N[C@@H](CC1=CC=C(C=C1)O)C(=O)N[C@H](C)C(=O)N[C@@H](CC1=CC=CC=C1)C(=O)N[C@@H](CCSC)C(=O)O (H-Tyr-DAla-Phe-Met-OH). The yield is 69.2%. Reaction SMILES: [NH:1](C(OC(C)(C)C)=O)[C@H:2]([C:11]([NH:13][C@@H:14]([C:16]([NH:18][C@H:19]([C:27]([NH:29][C@H:30]([C:35]([OH:37])=[O:36])[CH2:31][CH2:32][S:33][CH3:34])=[O:28])[CH2:20][C:21]1[CH:26]=[CH:25][CH:24]=[CH:23][CH:22]=1)=[O:17])[CH3:15])=[O:12])[CH2:3][C:4]1[CH:9]=[CH:8][C:7]([OH:10])=[CH:6][CH:5]=1.C1(OC)C=CC=CC=1>C(O)(C(F)(F)F)=O>[NH2:1][C@H:2]([C:11]([NH:13][C@@H:14]([C:16]([NH:18][C@H:19]([C:27]([NH:29][C@H:30]([C:35]([OH:37])=[O:36])[CH2:31][CH2:32][S:33][CH3:34])=[O:28])[CH2:20][C:21]1[CH:22]=[CH:23][CH:24]=[CH:25][CH:26]=1)=[O:17])[CH3:15])=[O:12])[CH2:3][C:4]1[CH:9]=[CH:8][C:7]([OH:10])=[CH:6][CH:5]=1. Reported procedure: In a fashion analogous to Step B of Example 3A, 1.1 g of Boc-Tyr-DAla-Phe-Met-OH was treated with 10% anisole in TFA and chromatographed on Amberlite XAD-2 to give 0.64 g (60%) of H-Tyr-DAla-Phe-Met-OH, m.p. 248°-249° C., [α]D25.5 =41.06° (c, 1.00 in 50% acetic acid). The reactants are C1(CC1)S(=O)(=O)NC(=O)[C@@]12NC([C@@H]3C[C@H](CN3C([C@H](CN(CCC\C=C/[C@@H]2C1)C1CC1)NC(OC(C)(C)C)=O)=O)O[Si](C)(C)C(C)(C)C)=O ((1S,4R,6S,14S,18R)-[7-cis-4-Cyclopropanesulfonylaminocarbonyl-12-cyclopropyl-18-(tert-butyldimethylsilyloxy)-2,15-dioxo-3,12,16-triaza-tricyclo[14.3.0.04,6]nonadec-7-en-14-yl]carbamic acid, tert-butyl ester), [F-].C(CCC)[N+](CCCC)(CCCC)CCCC (tetrabutylammonium fluoride). Solvent: C1CCOC1 (THF). Conditions: time 18 hour. The product is C1(CC1)S(=O)(=O)NC(=O)[C@@]12NC([C@@H]3C[C@H](CN3C([C@H](CN(CCC\C=C/[C@@H]2C1)C1CC1)NC(OC(C)(C)C)=O)=O)O)=O ((1S,4R,6S,14S,18R)-[7-cis-4-Cyclopropanesulfonylaminocarbonyl-12-cyclopropyl-18-hydroxy-2,15-dioxo-3,12,16-triaza-tricyclo[14.3.0.04,6]nonadec-7-en-14-yl]carbamic acid, tert-butyl ester). The yield is 95.0%. RXN SMILES: [CH:1]1([S:4]([NH:7][C:8]([C@@:10]23[CH2:28][C@H:27]2[CH:26]=[CH:25][CH2:24][CH2:23][CH2:22][N:21]([CH:29]2[CH2:31][CH2:30]2)[CH2:20][C@H:19]([NH:32][C:33](=[O:39])[O:34][C:35]([CH3:38])([CH3:37])[CH3:36])[C:18](=[O:40])[N:17]2[C@@H:13]([CH2:14][C@@H:15]([O:41][Si](C(C)(C)C)(C)C)[CH2:16]2)[C:12](=[O:49])[NH:11]3)=[O:9])(=[O:6])=[O:5])[CH2:3][CH2:2]1.[F-].C([N+](CCCC)(CCCC)CCCC)CCC>C1COCC1>[CH:1]1([S:4]([NH:7][C:8]([C@@:10]23[CH2:28][C@H:27]2[CH:26]=[CH:25][CH2:24][CH2:23][CH2:22][N:21]([CH:29]2[CH2:30][CH2:31]2)[CH2:20][C@H:19]([NH:32][C:33](=[O:39])[O:34][C:35]([CH3:36])([CH3:37])[CH3:38])[C:18](=[O:40])[N:17]2[C@@H:13]([CH2:14][C@@H:15]([OH:41])[CH2:16]2)[C:12](=[O:49])[NH:11]3)=[O:9])(=[O:5])=[O:6])[CH2:3][CH2:2]1 |f:1.2|. Procedure: To a mixture of compound (1S,4R,6S,14S,18R)-[7-cis-4-Cyclopropanesulfonylaminocarbonyl-12-cyclopropyl-18-(tert-butyldimethylsilyloxy)-2,15-dioxo-3,12,16-triaza-tricyclo[14.3.0.04,6]nonadec-7-en-14-yl]carbamic acid, tert-butyl ester (250 mg, 0.35 mmoL) in 15 mL of THF was added tetrabutylammonium fluoride (129 mg, 0.46 mmoL). The mixture was stirred at rt for 18 h. THF was removed by rotary evaporation, and the residue was partitioned between ethyl acetate and water. The organic phase was dried (... Run at temperature -20 celsius, time 15 minute. The reactants are C(CCC)(=O)C=1C=NC2=C(C=CC=C2C1NC1=C(C=CC=C1)C)OCCSC (3-Butyryl-4-(2-methylphenylamino)-8-(2-methylthioethoxy)quinoline), C1=CC(=CC(=C1)Cl)C(=O)OO (m-CPBA). The solvent is C(Cl)Cl (methylene chloride), C(Cl)Cl (methylene chloride). RXN SMILES: [C:1]([C:6]1[CH:7]=[N:8][C:9]2[C:14]([C:15]=1[NH:16][C:17]1[CH:22]=[CH:21][CH:20]=[CH:19][C:18]=1[CH3:23])=[CH:13][CH:12]=[CH:11][C:10]=2[O:24][CH2:25][CH2:26][S:27][CH3:28])(=[O:5])[CH2:2][CH2:3][CH3:4].C1C=C(Cl)C=C(C(OO)=[O:37])C=1>C(Cl)Cl>[C:1]([C:6]1[CH:7]=[N:8][C:9]2[C:14]([C:15]=1[NH:16][C:17]1[CH:22]=[CH:21][CH:20]=[CH:19][C:18]=1[CH3:23])=[CH:13][CH:12]=[CH:11][C:10]=2[O:24][CH2:25][CH2:26][S:27]([CH3:28])=[O:37])(=[O:5])[CH2:2][CH2:3][CH3:4]. Procedure details: 3-Butyryl-4-(2-methylphenylamino)-8-(2-methylthioethoxy)quinoline (0.15 g, 0.38 mmol) was dissolved in methylene chloride (3 ml) and cooled to -20° C. A solution of 71% m-CPBA (0.089 g, 0.36 mmol) in 1 ml of methylene chloride was added dropwise. The temperature was allowed to rise to room temperature whereafter the solution was stirred for 15 min at room temperature. The reaction mixture was washed with a saturated sodium bicarbonate solution. The organic layer was dried over sodium sulfate and... The yield is 43.3%. Product: C(CCC)(=O)C=1C=NC2=C(C=CC=C2C1NC1=C(C=CC=C1)C)OCCS(=O)C (3-butyryl-4-(2-methylphenylamino)-8-(2-methylsulfinylethoxy)quinoline). Reactants: CC(=O)O, O=N[O-], Nc1cc(OCC2CC=CCC2)nc(N)n1, [Na+]. Product: Nc1nc(N)c(N=O)c(OCC2CC=CCC2)n1. As a reaction SMILES: [CH3:21][C:22](=[O:23])[OH:24].[N:17](=[O:18])[O-:19].[NH2:1][c:2]1[n:3][c:4]([NH2:16])[cH:5][c:6]([O:8][CH2:9][CH:10]2[CH2:11][CH:12]=[CH:13][CH2:14][CH2:15]2)[n:7]1.[Na+:20]>>[NH2:1][c:2]1[n:3][c:4]([NH2:16])[c:5]([N:17]=[O:18])[c:6]([O:8][CH2:9][CH:10]2[CH2:11][CH:12]=[CH:13][CH2:14][CH2:15]2)[n:7]1. Reactants: O (Water), C(CCC)OCCO (2-butoxyethanol), [H-].[Na+] (sodium hydride), ClC=1C(=NSN1)C=1C=NC=CC1 (3-(4-chloro-1,2,5-thiadiazol-3-yl)pyridine). Solvent: O1CCCC1 (tetrahydrofuran), O1CCCC1 (tetrahydrofuran). Conditions: time 2 hour. The product is C(CCC)OCCOC=1C(=NSN1)C=1C=NC=CC1 (3-(4-(2-butoxyethoxy)-1,2,5-thiadiazol-3-yl)pyridine). As a reaction SMILES: [CH2:1]([O:5][CH2:6][CH2:7][OH:8])[CH2:2][CH2:3][CH3:4].[H-].[Na+].Cl[C:12]1[C:13]([C:17]2[CH:18]=[N:19][CH:20]=[CH:21][CH:22]=2)=[N:14][S:15][N:16]=1.O>O1CCCC1>[CH2:1]([O:5][CH2:6][CH2:7][O:8][C:12]1[C:13]([C:17]2[CH:18]=[N:19][CH:20]=[CH:21][CH:22]=2)=[N:14][S:15][N:16]=1)[CH2:2][CH2:3][CH3:4] |f:1.2|. Procedure details: To a solution of 2-butoxyethanol (1.06 g, 9 mmol) and sodium hydride (310 mg, 9 mmol) in dry tetrahydrofuran was added a solution of 3-(4-chloro-1,2,5-thiadiazol-3-yl)pyridine (590 mg, 3 mmol) in dry tetrahydrofuran. The reaction mixture was stirred at room temperature for 2 h. Water was added and the mixture was extracted with ether. The ether phase was dried and evaporated to give the title compound. Reactants: [Al+3], C1CCOC1, O=C(O)Cc1cc(Cl)ccc1F, [H-], [H-], [H-], [H-], [K+], [Li+], [OH-], O. Yields the product OCCc1cc(Cl)ccc1F. RXN SMILES: [Al+3:14].[CH2:21]1[O:22][CH2:23][CH2:24][CH2:25]1.[Cl:1][c:2]1[cH:3][cH:4][c:5]([F:12])[c:6]([CH2:8][C:9](=[O:10])[OH:11])[cH:7]1.[H-:13].[H-:16].[H-:17].[H-:18].[K+:20].[Li+:15].[OH-:19].[OH2:26]>>[Cl:1][c:2]1[cH:3][cH:4][c:5]([F:12])[c:6]([CH2:8][CH2:9][OH:10])[cH:7]1.